From a dataset of the Open Reaction Database (ORD), a public repository of structured organic reaction records. describe an organic reaction: reactants, conditions, products, and yield Reactants: CC1CC(NC1CCCOC1OCCCC1)=O (4-methyl-5-[3-[(tetrahydropyran-2-yl)oxy]propyl]pyrrolidin-2-one). Solvent: C(C)(=O)O.C1CCOC1.O (acetic acid THF water). The product is OCCCC1C(CC(N1)=O)C (5-(3-hydroxypropyl)-4-methylpyrrolidin-2-one). Reaction SMILES: [CH3:1][CH:2]1[CH:6]([CH2:7][CH2:8][CH2:9][O:10]C2CCCCO2)[NH:5][C:4](=[O:17])[CH2:3]1>C(O)(=O)C.C1COCC1.O>[OH:10][CH2:9][CH2:8][CH2:7][CH:6]1[NH:5][C:4](=[O:17])[CH2:3][CH:2]1[CH3:1] |f:1.2.3|. Reported procedure: A mixture of the title compound of EXAMPLE 234 is treated with acetic acid:THF:water (4:2:1), and concentrated. The resulting material is purified by column chromatography to yield the title material. Starting materials: CNCCCSCc1ccccn1, CN1CCCC1=O, [Cl-], CC12CC(c3ccc(CCI)cc3)C3c4ccc(O)cc4CCC3C1CCC2O, [Na+]. Product: CN(CCCSCc1ccccn1)CCc1ccc(C2CC3(C)C(O)CCC3C3CCc4cc(O)ccc4C23)cc1. Reaction SMILES: [CH3:30][NH:31][CH2:32][CH2:33][CH2:34][S:35][CH2:36][c:37]1[n:38][cH:39][cH:40][cH:41][cH:42]1.[CH3:45][N:46]1[CH2:47][CH2:48][CH2:49][C:50]1=[O:51].[Cl-:44].[I:1][CH2:2][CH2:3][c:4]1[cH:5][cH:6][c:7]([CH:10]2[CH:11]3[c:12]4[cH:13][cH:14][c:15]([OH:29])[cH:16][c:17]4[CH2:18][CH2:19][CH:20]3[CH:21]3[CH2:22][CH2:23][CH:24]([OH:28])[C:25]3([CH3:26])[CH2:27]2)[cH:8][cH:9]1.[Na+:43]>>[CH2:2]([CH2:3][c:4]1[cH:5][cH:6][c:7]([CH:10]2[CH:11]3[c:12]4[cH:13][cH:14][c:15]([OH:29])[cH:16][c:17]4[CH2:18][CH2:19][CH:20]3[CH:21]3[CH2:22][CH2:23][CH:24]([OH:28])[C:25]3([CH3:26])[CH2:27]2)[cH:8][cH:9]1)[N:31]([CH3:30])[CH2:32][CH2:33][CH2:34][S:35][CH2:36][c:37]1[n:38][cH:39][cH:40][cH:41][cH:42]1. Reactants: N1N=CC2=C(C=CC=C12)NC1=C(C(=O)O)C=CC=C1[N+](=O)[O-] (2-(1H-indazol-4-ylamino)-3-nitrobenzoic acid), Cl (HCl), N1N=CC2=C(C=CC=C12)NC1=C(C(=O)OC)C=CC=C1[N+](=O)[O-] (methyl 2-(1H-indazol-4-ylamino)-3-nitrobenzoate), [BH4-].[Na+] (NaBH4). Solvent: [OH-].[Na+] (NaOH), CC(=O)O (AcOH). The product is C1=NNC=2C1=C1N=C3C(=CC=CC3=NC1=CC2)C(=O)O (3H-pyrazolo[4,3-a]phenazine-10-carboxylic acid). Yield: 43.2%. As a reaction SMILES: [NH:1]1[C:9]2[C:4](=[C:5]([NH:10][C:11]3[C:20]([N+:21]([O-])=O)=[CH:19][CH:18]=[CH:17][C:12]=3[C:13]([O:15]C)=[O:14])[CH:6]=[CH:7][CH:8]=2)[CH:3]=[N:2]1.N1C2C(=C(NC3C([N+]([O-])=O)=CC=CC=3C(O)=O)C=CC=2)C=N1.[BH4-].[Na+].Cl>[OH-].[Na+].CC(O)=O>[CH:3]1[C:4]2=[C:5]3[C:6](=[CH:7][CH:8]=[C:9]2[NH:1][N:2]=1)[N:21]=[C:20]1[C:11]([C:12]([C:13]([OH:15])=[O:14])=[CH:17][CH:18]=[CH:19]1)=[N:10]3 |f:2.3,5.6|. Reported procedure: A solution of methyl 2-(1H-indazol-4-ylamino)-3-nitrobenzoate (254 mg, 0.85 mmol) in 2 M NaOH (20 mL) was stirred at room temperature for 1 h to complete hydrolysis to 2-(1H-indazol-4-ylamino)-3-nitrobenzoic acid then NaBH4 (194 mg, 5.11 mmol) was added and the mixture heated under reflux for 30 min. The mixture was then acidified with conc. HCl, then glacial AcOH, until the pH reached 5. This aqueous solution was then extracted with EtOAc (3×50 mL), the extracts combined and dried (Na2SO4), and... Reactants: C(CCCCCCCCCCC)(=O)O (lauric acid), ClC(=O)OCC(C)C (Isobutyl chloroformate), C(C)(=O)OCC (ethyl acetate), Cl.N[C@@H](C)C(=O)N[C@H](CCC(=O)OCC1=CC=CC=C1)C(N)=O (benzyl L-alanyl-D-isoglutaminate hydrochloride). Run in C1(=CC=CC=C1)C (toluene), C(C)N(CC)CC (triethylamine), O (water), C(C)N(CC)CC (triethylamine). Reaction conditions: temperature 0 celsius, time 20 minute. Product: C(CCCCCCCCCCC)(=O)N[C@@H](C)C(=O)N[C@H](CCC(=O)OCC1=CC=CC=C1)C(N)=O (benzyl N-lauroyl-L-alanyl-D-isoglutaminate). Isolated yield 15.7%. Reaction SMILES: ClC(OCC(C)C)=O.[C:9]([OH:22])(=O)[CH2:10][CH2:11][CH2:12][CH2:13][CH2:14][CH2:15][CH2:16][CH2:17][CH2:18][CH2:19][CH3:20].Cl.[NH2:24][C@H:25]([C:27]([NH:29][C@@H:30]([C:43](=[O:45])[NH2:44])[CH2:31][CH2:32][C:33]([O:35][CH2:36][C:37]1[CH:42]=[CH:41][CH:40]=[CH:39][CH:38]=1)=[O:34])=[O:28])[CH3:26].C(OCC)(=O)C>C1(C)C=CC=CC=1.C(N(CC)CC)C.O>[C:9]([NH:24][C@H:25]([C:27]([NH:29][C@@H:30]([C:43](=[O:45])[NH2:44])[CH2:31][CH2:32][C:33]([O:35][CH2:36][C:37]1[CH:38]=[CH:39][CH:40]=[CH:41][CH:42]=1)=[O:34])=[O:28])[CH3:26])(=[O:22])[CH2:10][CH2:11][CH2:12][CH2:13][CH2:14][CH2:15][CH2:16][CH2:17][CH2:18][CH2:19][CH3:20] |f:2.3|. Reported procedure: Isobutyl chloroformate (2.54 cc) is added to a solution, kept at 0° C., of lauric acid (3.9 g) in anhydrous toluene (156 cc) and triethylamine (2.7 cc). The mixture is stirred for 20 minutes at 0° C. and a solution, cooled to 0° C., of benzyl L-alanyl-D-isoglutaminate hydrochloride (6.7 g) in water (52 cc) and triethylamine (2.7 cc) is then added. The reaction mixture is stirred for 65 hours at a temperature of the order of 20° C. This yields a reaction mixture of gelatinous appearance, to which...